From a dataset of the Open Reaction Database (ORD), a public repository of structured organic reaction records. describe an organic reaction: reactants, conditions, products, and yield Reactants: CC(=O)c1cc(C#N)ccc1O, C1CCNC1, CCC(=O)CC, Cc1ccccc1, CCOC(C)=O. The product is CCC1(CC)CC(=O)c2cc(C#N)ccc2O1. RXN SMILES: [C:1]([CH3:2])(=[O:3])[c:4]1[cH:5][c:6]([C:7]#[N:8])[cH:9][cH:10][c:11]1[OH:12].[CH2:19]1[CH2:20][NH:21][CH2:22][CH2:23]1.[CH3:13][CH2:14][C:15]([CH2:16][CH3:17])=[O:18].[CH3:24][c:25]1[cH:26][cH:27][cH:28][cH:29][cH:30]1.[CH3:31][CH2:32][O:33][C:34](=[O:35])[CH3:36]>>[C:1]1(=[O:3])[CH2:2][C:15]([CH2:14][CH3:13])([CH2:16][CH3:17])[O:12][c:11]2[c:4]1[cH:5][c:6]([C:7]#[N:8])[cH:9][cH:10]2. Starting materials: CC[O-], CCO, [Na+], O=C1CCc2ccc(O)cc21, Cc1ccc(S(=O)(=O)OCCCl)cc1. The product is O=C1CCc2ccc(OCCCl)cc21. RXN SMILES: [CH3:2][CH2:3][O-:4].[CH3:30][CH2:31][OH:32].[Na+:1].[OH:5][c:6]1[cH:7][cH:8][c:9]2[c:13]([cH:14]1)[C:12](=[O:15])[CH2:11][CH2:10]2.[c:16]1([CH3:17])[cH:18][cH:19][c:20]([S:21]([O:22][CH2:26][CH2:27][Cl:28])(=[O:23])=[O:24])[cH:25][cH:29]1>>[O:5]([c:6]1[cH:7][cH:8][c:9]2[c:13]([cH:14]1)[C:12](=[O:15])[CH2:11][CH2:10]2)[CH2:26][CH2:27][Cl:28]. Reactants: ClC1=NN2C(C(=CC=C2)NC=2C(=NC=CC2)N(S(=O)(=O)C)C)=N1 (N-[3-(2-chloro-[1,2,4]triazolo[1,5-a]pyridin-8-ylamino)-pyridin-2-yl]-N-methyl-methanesulfonamide), CN1CCC(CC1)C1=CC=C(C=C1)N (4-(1-methyl-piperidin-4-yl)-phenylamine), C1(CCCCC1)P(C1=C(C=CC=C1)C1=C(C=CC=C1)P(C1CCCCC1)C1CCCCC1)C1CCCCC1 (2,2′-bis-dicyclohexylphosphanyl-biphenyl). The product is CN(S(=O)(=O)C)C1=NC=CC=C1NC=1C=2N(C=CC1)N=C(N2)NC2=CC=C(C=C2)C2CCN(CC2)C (N-Methyl-N-(3-{2-[4-(1-methyl-piperidin-4-yl)-phenylamino]-[1,2,4]triazolo[1,5-a]pyridin-8-ylamino}-pyridin-2-yl)-methanesulfonamide), foam. Isolated yield 27.0%. RXN SMILES: Cl[C:2]1[N:23]=[C:5]2[C:6]([NH:10][C:11]3[C:12]([N:17]([CH3:22])[S:18]([CH3:21])(=[O:20])=[O:19])=[N:13][CH:14]=[CH:15][CH:16]=3)=[CH:7][CH:8]=[CH:9][N:4]2[N:3]=1.[CH3:24][N:25]1[CH2:30][CH2:29][CH:28]([C:31]2[CH:36]=[CH:35][C:34]([NH2:37])=[CH:33][CH:32]=2)[CH2:27][CH2:26]1.C1(P(C2CCCCC2)C2C=CC=CC=2C2C=CC=CC=2P(C2CCCCC2)C2CCCCC2)CCCCC1>>[CH3:22][N:17]([C:12]1[C:11]([NH:10][C:6]2[C:5]3[N:4]([N:3]=[C:2]([NH:37][C:34]4[CH:35]=[CH:36][C:31]([CH:28]5[CH2:27][CH2:26][N:25]([CH3:24])[CH2:30][CH2:29]5)=[CH:32][CH:33]=4)[N:23]=3)[CH:9]=[CH:8][CH:7]=2)=[CH:16][CH:15]=[CH:14][N:13]=1)[S:18]([CH3:21])(=[O:20])=[O:19]. Reported procedure: N-Methyl-N-(3-{2-[4-(1-methyl-piperidin-4-yl)-phenylamino]-[1,2,4]triazolo[1,5-a]pyridin-8-ylamino}-pyridin-2-yl)-methanesulfonamide was prepared from N-[3-(2-chloro-[1,2,4]triazolo[1,5-a]pyridin-8-ylamino)-pyridin-2-yl]-N-methyl-methanesulfonamide (75.0 mg, 0.212 mmol) and 4-(1-methyl-piperidin-4-yl)-phenylamine (49.0 mg, 0.258 mmol) with 2,2′-bis-dicyclohexylphosphanyl-biphenyl (25.0 mg, 0.0457 mmol) as the ligand in a manner analogous to Example 2d. Product isolated as a tan foam (0.029 g, 27... Reactants: CCCNCC(C)(C)c1ccc2c(c1)OC(C(F)(F)F)C(C(=O)OCC)=C2, CO, [Na+], [OH-], O. The product is CCCNCC(C)(C)c1ccc2c(c1)OC(C(F)(F)F)C(C(=O)O)=C2. Reaction SMILES: [CH3:1][C:2]([CH2:3][NH:4][CH2:5][CH2:6][CH3:7])([CH3:8])[c:9]1[cH:10][cH:11][c:12]2[c:17]([cH:18]1)[O:16][CH:15]([C:19]([F:20])([F:21])[F:22])[C:14]([C:23](=[O:24])[O:25][CH2:26][CH3:27])=[CH:13]2.[CH3:30][OH:31].[Na+:29].[OH-:28].[OH2:32]>>[CH3:1][C:2]([CH2:3][NH:4][CH2:5][CH2:6][CH3:7])([CH3:8])[c:9]1[cH:10][cH:11][c:12]2[c:17]([cH:18]1)[O:16][CH:15]([C:19]([F:20])([F:21])[F:22])[C:14]([C:23](=[O:24])[OH:25])=[CH:13]2.